Dataset: the Open Reaction Database (ORD), a public repository of structured organic reaction records. Task: describe an organic reaction: reactants, conditions, products, and yield The reactants are O=C([O-])O, CC(=O)O, CC(C)(C)OC(=O)N1CC2CC(O)CN2C(C(c2ccccc2)c2ccccc2)C1, [Na+], CC(C)OC(=O)N=NC(=O)OC(C)C, C1CCOC1, c1ccc(P(c2ccccc2)c2ccccc2)cc1. The product is CC(=O)OC1CC2CN(C(=O)OC(C)(C)C)CC(C(c3ccccc3)c3ccccc3)N2C1. RXN SMILES: [C:64](=[O:65])([O-:66])[OH:67].[CH3:74][C:75](=[O:76])[OH:77].[CH:34]([c:35]1[cH:36][cH:37][cH:38][cH:39][cH:40]1)([c:41]1[cH:42][cH:43][cH:44][cH:45][cH:46]1)[CH:47]1[CH2:48][N:49]([C:57](=[O:58])[O:59][C:60]([CH3:61])([CH3:62])[CH3:63])[CH2:50][CH:51]2[N:52]1[CH2:53][CH:54]([OH:56])[CH2:55]2.[Na+:68].[O:20]=[C:21]([O:22][CH:23]([CH3:24])[CH3:25])[N:29]=[N:30][C:31]([O:26][CH:27]([CH3:28])[CH3:32])=[O:33].[O:69]1[CH2:70][CH2:71][CH2:72][CH2:73]1.[c:1]1([P:2]([c:3]2[cH:4][cH:5][cH:6][cH:7][cH:8]2)[c:9]2[cH:10][cH:11][cH:12][cH:13][cH:14]2)[cH:15][cH:16][cH:17][cH:18][cH:19]1>>[O:26]=[C:27]([CH3:28])[O:56][CH:54]1[CH2:53][N:52]2[CH:47]([CH:34]([c:35]3[cH:36][cH:37][cH:38][cH:39][cH:40]3)[c:41]3[cH:42][cH:43][cH:44][cH:45][cH:46]3)[CH2:48][N:49]([C:57](=[O:58])[O:59][C:60]([CH3:61])([CH3:62])[CH3:63])[CH2:50][CH:51]2[CH2:55]1. Starting materials: O=C(Oc1ccc(OCC=C(Cl)Cl)cc1)c1ccccc1, CO, Cl, [K+], [OH-]. The product is Oc1ccc(OCC=C(Cl)Cl)cc1. RXN SMILES: [C:1](=[O:2])([c:3]1[cH:4][cH:5][cH:6][cH:7][cH:8]1)[O:9][c:10]1[cH:11][cH:12][c:13]([O:16][CH2:17][CH:18]=[C:19]([Cl:20])[Cl:21])[cH:14][cH:15]1.[CH3:25][OH:26].[ClH:24].[K+:23].[OH-:22]>>[OH:9][c:10]1[cH:11][cH:12][c:13]([O:16][CH2:17][CH:18]=[C:19]([Cl:20])[Cl:21])[cH:14][cH:15]1. Starting materials: N1(CCC2=CC=CC=C12)C1=NC=NC2=CC=C(C=C12)C=1C=C2C(=NC1)N(C=C2)[Si](C(C)C)(C(C)C)C(C)C (4-(2,3-dihydroindol-1-yl)-6-(1-triisopropylsilanyl-1H-pyrrolo[2,3-b]-pyridin-5-yl)quinazoline), [F-].[Cs+] (caesium fluoride). Run in C(C)#N (acetonitrile). The product is N1(CCC2=CC=CC=C12)C1=NC=NC2=CC=C(C=C12)C=1C=C2C(=NC1)NC=C2 (4-(2,3-dihydroindol-1-yl)-6-(1H-pyrrolo[2,3-b]pyridin-5-yl)quinazoline). Yield: 30.1%. RXN SMILES: [N:1]1([C:10]2[C:19]3[C:14](=[CH:15][CH:16]=[C:17]([C:20]4[CH:21]=[C:22]5[CH:28]=[CH:27][N:26]([Si](C(C)C)(C(C)C)C(C)C)[C:23]5=[N:24][CH:25]=4)[CH:18]=3)[N:13]=[CH:12][N:11]=2)[C:9]2[C:4](=[CH:5][CH:6]=[CH:7][CH:8]=2)[CH2:3][CH2:2]1.[F-].[Cs+]>C(#N)C>[N:1]1([C:10]2[C:19]3[C:14](=[CH:15][CH:16]=[C:17]([C:20]4[CH:21]=[C:22]5[CH:28]=[CH:27][NH:26][C:23]5=[N:24][CH:25]=4)[CH:18]=3)[N:13]=[CH:12][N:11]=2)[C:9]2[C:4](=[CH:5][CH:6]=[CH:7][CH:8]=2)[CH2:3][CH2:2]1 |f:1.2|. Procedure: 0.19 g of 4-(2,3-dihydroindol-1-yl)-6-(1-triisopropylsilanyl-1H-pyrrolo[2,3-b]-pyridin-5-yl)quinazoline and 0.08 g of caesium fluoride in 1 ml of acetonitrile are stirred at 25° C. in a flask until the reaction is complete (HPLC check, about 24 hours). A precipitate precipitates out of the reaction solution. This is filtered off, rinsed with water and dried, giving 0.04 g of 4-(2,3-dihydroindol-1-yl)-6-(1H-pyrrolo[2,3-b]pyridin-5-yl)quinazoline as white solid (yield 31%, content 97%); MS-FAB (M+... Reaction SMILES: [Br:1][CH2:2][C:3](=[O:4])[Cl:5].[N+:6](=[O:7])([O-:8])[c:9]1[cH:10][cH:11][c:12]([CH2:13][OH:14])[cH:15][cH:16]1.[O:23]1[CH2:24][CH2:25][CH2:26][CH2:27]1.[cH:17]1[cH:18][cH:19][n:20][cH:21][cH:22]1>>[Br:1][CH2:2][C:3](=[O:4])[O:14][CH2:13][c:12]1[cH:11][cH:10][c:9]([N+:6](=[O:7])[O-:8])[cH:16][cH:15]1. Starting materials: O=C(Cl)CBr, O=[N+]([O-])c1ccc(CO)cc1, C1CCOC1, c1ccncc1. The product is O=C(CBr)OCc1ccc([N+](=O)[O-])cc1.